From a dataset of the Open Reaction Database (ORD), a public repository of structured organic reaction records. describe an organic reaction: reactants, conditions, products, and yield Starting materials: ClC1=CC=C(C=C1)C1=CC=C(O1)C(=O)O (5-(4-chlorophenyl)-2-furoic acid), S(=O)(Cl)Cl (thionyl chloride), O1CCOCC1 (dioxane), CNC (dimethylamine). The solvent is O (water). Reaction conditions: time 4 hour. Yields the product ClC1=CC=C(C=C1)C1=CC=C(O1)C(=O)N(C)C (5-(4-Chlorophenyl)-N,N-dimethyl-2-furamide). As a reaction SMILES: [Cl:1][C:2]1[CH:7]=[CH:6][C:5]([C:8]2[O:12][C:11]([C:13]([OH:15])=O)=[CH:10][CH:9]=2)=[CH:4][CH:3]=1.S(Cl)(Cl)=O.O1CCOCC1.[CH3:26][NH:27][CH3:28]>O>[Cl:1][C:2]1[CH:7]=[CH:6][C:5]([C:8]2[O:12][C:11]([C:13]([N:27]([CH3:28])[CH3:26])=[O:15])=[CH:10][CH:9]=2)=[CH:4][CH:3]=1. Procedure details: A mixture of 58 g (0.26 mole) of 5-(4-chlorophenyl)-2-furoic acid and 120 ml of thionyl chloride was heated under reflux for 3 hrs. The thionyl chloride was removed on a rotary evaporator. A small amount of benzene was added to the residual solid and then removed on a rotary evaporator. The furoyl chloride was dissolved in 300 ml of dioxane with stirring and treated dropwise with a solution of 300 ml of dioxane containing 26 g (0.58 mole) of dimethylamine, while maintaining the temperature betwe... Starting materials: NC(=S)N (Thiourea), C(C)OC(C1=C(C(=NC(=C1)C)Cl)C#N)=O (2-chloro-3-cyano-6-methyl-isonicotinic acid ethyl ester). The solvent is CCO (EtOH). Yields the product C(C)OC(C1=C(C(=NC(=C1)C)S)C#N)=O (3-cyano-2-mercapto-6-methyl-isonicotinic acid ethyl ester). Isolated yield 50.4%. As a reaction SMILES: [NH2:1][C:2](N)=[S:3].[CH2:5]([O:7][C:8](=[O:19])[C:9]1[CH:14]=[C:13]([CH3:15])[N:12]=[C:11](Cl)[C:10]=1C#N)[CH3:6]>CCO>[CH2:5]([O:7][C:8](=[O:19])[C:9]1[CH:14]=[C:13]([CH3:15])[N:1]=[C:2]([SH:3])[C:10]=1[C:11]#[N:12])[CH3:6]. Procedure: Thiourea (339 mg, 4.46 mmol) was added to a solution of 2-chloro-3-cyano-6-methyl-isonicotinic acid ethyl ester (500 mg, 2.23 mmol) in EtOH (25 mL) at room temperature. The mixture was heated to reflux for 24 h. The mixture was cooled (crystallization began upon cooling) to room temperature. The solid was collected by vacuum filtration giving 3-cyano-2-mercapto-6-methyl-isonicotinic acid ethyl ester (250 mg, 50%) as a yellow orange solid. The reactants are BrCC1=CC=C(C(=O)OC)C=C1 (Methyl 4-(bromomethyl)benzoate), [Li+].C[Si](C)(C)[N-][Si](C)(C)C (LiHMDS), C(C)(C)(C)OC(CNC(=O)OC(C)(C)C)=O (Tert-butyl[(tert-butoxycarbonyl)amino]acetate). Solvent: C1CCOC1 (THF), C1CCOC1 (THF), C(C)(=O)OCC (ethyl acetate). Run at temperature -78 celsius, time 30 minute. Yields the product C(C)(C)(C)OC(C(CC1=CC=C(C(=O)OC)C=C1)NC(=O)OC(C)(C)C)=O (Methyl 4-{3-tert-butoxy-2-[(tert-butoxycarbonyl)amino]-3-oxopropyl}benzoate). As a reaction SMILES: [C:1]([O:5][C:6](=[O:16])[CH2:7][NH:8][C:9]([O:11][C:12]([CH3:15])([CH3:14])[CH3:13])=[O:10])([CH3:4])([CH3:3])[CH3:2].[Li+].C[Si]([N-][Si](C)(C)C)(C)C.Br[CH2:28][C:29]1[CH:38]=[CH:37][C:32]([C:33]([O:35][CH3:36])=[O:34])=[CH:31][CH:30]=1>C1COCC1.C(OCC)(=O)C>[C:1]([O:5][C:6](=[O:16])[CH:7]([NH:8][C:9]([O:11][C:12]([CH3:15])([CH3:14])[CH3:13])=[O:10])[CH2:28][C:29]1[CH:38]=[CH:37][C:32]([C:33]([O:35][CH3:36])=[O:34])=[CH:31][CH:30]=1)([CH3:3])([CH3:4])[CH3:2] |f:1.2|. Procedure: Tert-butyl[(tert-butoxycarbonyl)amino]acetate (1.01 g, 4.37 mmol) was dissolved in THF (10 mL) and cooled to −78° C. LiHMDS (6.5 mL, 1M solution in THF) was slowly added and allowed to stir for 30 minutes. Methyl 4-(bromomethyl)benzoate (1.98 g, 8.64 mmol) in THF (6 mL) was added to the mixture and allowed to stir overnight, slowly warming to room temperature. The reaction was diluted with ethyl acetate and quenched with saturated ammonium chloride. The aqueous layer was extracted three times wi... Starting materials: OCC1=NC=CC(=C1C)SCCN1CC2=CC=CC=C2CC1 (2-hydroxymethyl-3-methyl-4-(2-(1,2,3,4-tetrahydroisoquinolin-2-yl)ethylthio)pyridine), SC1=NC=2C=NC=CC2N1 (2-mercaptoimidazo[5,4-c]pyridine). Yields the product CC=1C(=NC=CC1SCCN1CC2=CC=CC=C2CC1)CSC1=NC=2C=NC=CC2N1 (2-((3-methyl-4-(2-(1,2,3,4-tetrahydroisoquinolin-2-yl)ethylthio)-2-pyridyl)methylthio)imidazo[5,4-c]pyridine). Reaction SMILES: O[CH2:2][C:3]1[C:8]([CH3:9])=[C:7]([S:10][CH2:11][CH2:12][N:13]2[CH2:22][CH2:21][C:20]3[C:15](=[CH:16][CH:17]=[CH:18][CH:19]=3)[CH2:14]2)[CH:6]=[CH:5][N:4]=1.[SH:23][C:24]1[NH:32][C:31]2[CH:30]=[CH:29][N:28]=[CH:27][C:26]=2[N:25]=1>>[CH3:9][C:8]1[C:3]([CH2:2][S:23][C:24]2[NH:32][C:31]3[CH:30]=[CH:29][N:28]=[CH:27][C:26]=3[N:25]=2)=[N:4][CH:5]=[CH:6][C:7]=1[S:10][CH2:11][CH2:12][N:13]1[CH2:22][CH2:21][C:20]2[C:15](=[CH:16][CH:17]=[CH:18][CH:19]=2)[CH2:14]1. Procedure: The same reaction as in Example 1 was carried out using 2-hydroxymethyl-3-methyl-4-(2-(1,2,3,4-tetrahydroisoquinolin-2-yl)ethylthio)pyridine in place of 2-hydroxymethyl-3-methyl-4-(2-morpholinoethylthio)pyridine and 2-mercaptoimidazo[5,4-c]pyridine in place of 2-mercaptobenzimidazole to give 2-((3-methyl-4-(2-(1,2,3,4-tetrahydroisoquinolin-2-yl)ethylthio)-2-pyridyl)methylthio)imidazo[5,4-c]pyridine as crystals, melting point 215° C. (dec.). The reactants are ClC1=NC(=NC(=C1)Cl)S(=O)(=O)C (4,6-dichloro-2-methylsulfonyl-pyrimidine), Cl.[C@@H]12OC[C@@H](NC1)C2 ((1S,4S)-2-oxa-5-azabicyclo[2.2.1]heptane hydrochloride), C(C)(C)N(C(C)C)CC (N,N-diisopropylethylamine). Solvent: CN(C(C)=O)C (N,N-dimethylacetamide). Reaction conditions: time 30 minute. Product: ClC1=CC(=NC(=N1)S(=O)(=O)C)N1[C@@H]2CO[C@H](C1)C2 ((1S,4S)-5-(6-chloro-2-methylsulfonyl-pyrimidin-4-yl)-2-oxa-5-azabicyclo[2.2.1]heptane). The yield is 69.7%. As a reaction SMILES: Cl[C:2]1[CH:7]=[C:6]([Cl:8])[N:5]=[C:4]([S:9]([CH3:12])(=[O:11])=[O:10])[N:3]=1.Cl.[C@H:14]12[CH2:20][C@H:17]([NH:18][CH2:19]1)[CH2:16][O:15]2.C(N(CC)C(C)C)(C)C>CN(C)C(=O)C>[Cl:8][C:6]1[N:5]=[C:4]([S:9]([CH3:12])(=[O:11])=[O:10])[N:3]=[C:2]([N:18]2[CH2:19][C@@H:14]3[CH2:20][C@H:17]2[CH2:16][O:15]3)[CH:7]=1 |f:1.2|. Procedure: To a solution of 4,6-dichloro-2-methylsulfonyl-pyrimidine (3.41 g, 15 mmol) and (1S,4S)-2-oxa-5-azabicyclo[2.2.1]heptane hydrochloride (2.03 g, 15.0 mmol) in N,N-dimethylacetamide (40.5 mL), was added N,N-diisopropylethylamine (6.60 mL). The resulting mixture was stirred at room temperature. After 30 min, the reaction mixture was concentrated to a solid. The crude material was purified by column chromatography using an 80 g column, with a gradient of 0% to 100% ethyl acetate in heptane. The comb...